Dataset: the Open Reaction Database (ORD), a public repository of structured organic reaction records. Task: describe an organic reaction: reactants, conditions, products, and yield The reactants are CCN(C(C)C)C(C)C, FC(F)(F)c1nnc2ccc(Cl)nn12, N#CC1CCNCC1, CN(C)C=O. The product is N#CC1CCN(c2ccc3nnc(C(F)(F)F)n3n2)CC1. As a reaction SMILES: [CH:23]([N:24]([CH2:25][CH3:26])[CH:27]([CH3:28])[CH3:29])([CH3:30])[CH3:31].[Cl:1][c:2]1[cH:3][cH:4][c:5]2[n:6]([n:7]1)[c:8]([C:11]([F:12])([F:13])[F:14])[n:9][n:10]2.[NH:15]1[CH2:16][CH2:17][CH:18]([C:21]#[N:22])[CH2:19][CH2:20]1.[O:32]=[CH:33][N:34]([CH3:35])[CH3:36]>>[c:2]1([N:15]2[CH2:16][CH2:17][CH:18]([C:21]#[N:22])[CH2:19][CH2:20]2)[cH:3][cH:4][c:5]2[n:6]([n:7]1)[c:8]([C:11]([F:12])([F:13])[F:14])[n:9][n:10]2. Product: c1ccc(Oc2ccc(OCCSC3=NCCS3)cc2)cc1. The reactants are CN(C)C=O, [H-], [H][H], [Na+], BrCCOc1ccc(Oc2ccccc2)cc1, O, SC1=NCCS1. Reaction SMILES: [CH3:28][N:29]([CH3:30])[CH:31]=[O:32].[H-:1].[H:9][H:10].[Na+:2].[O:11]([c:12]1[cH:13][cH:14][cH:15][cH:16][cH:17]1)[c:18]1[cH:19][cH:20][c:21]([O:22][CH2:23][CH2:24][Br:25])[cH:26][cH:27]1.[OH2:33].[SH:3][C:4]1=[N:8][CH2:7][CH2:6][S:5]1>>[S:3]([C:4]1=[N:8][CH2:7][CH2:6][S:5]1)[CH2:24][CH2:23][O:22][c:21]1[cH:20][cH:19][c:18]([O:11][c:12]2[cH:13][cH:14][cH:15][cH:16][cH:17]2)[cH:27][cH:26]1. Solvent: C(C)O (ethanol). RXN SMILES: CC([N:5](C(O)=O)[NH:6][C:7](=[O:25])[CH:8]=[CH:9][C:10]1[CH:15]=[C:14]([C:16]([CH3:19])([CH3:18])[CH3:17])[C:13]([OH:20])=[C:12]([C:21]([CH3:24])([CH3:23])[CH3:22])[CH:11]=1)(C)C.Cl>C(O)C>[CH3:19][C:16]([C:14]1[CH:15]=[C:10]([CH:11]=[C:12]([C:21]([CH3:24])([CH3:23])[CH3:22])[C:13]=1[OH:20])[CH:9]=[CH:8][C:7]([NH:6][NH2:5])=[O:25])([CH3:17])[CH3:18]. Procedure details: 1,1-Dimethylethyl 2-[3-[3,5-bis(1,1-dimethylethyl)-4-hydroxyphenyl]-1-oxo-2-propenyl]hydrazinecarboxylic acid (4.3 g, 0.011 mole) in absolute ethanol (20 ml) is treated with aqueous 2M HCl (11.0 ml, 0.022 mole). The resulting mixture is heated on a steam-bath for one hour. The mixture is stripped of volatiles under reduced pressure and the residue partitioned between ether and water. The layers are separated and the aqueous phase is treated with saturated aqueous NaHCO3 until basic. The product ... The yield is 93.9%. Starting materials: CC(C)(C)N(NC(C=CC1=CC(=C(C(=C1)C(C)(C)C)O)C(C)(C)C)=O)C(=O)O (1,1-Dimethylethyl 2-[3-[3,5-bis(1,1-dimethylethyl)-4-hydroxyphenyl]-1-oxo-2-propenyl]hydrazinecarboxylic acid), Cl (HCl). The product is CC(C)(C)C=1C=C(C=CC(=O)NN)C=C(C1O)C(C)(C)C (3,5-bis(1,1-dimethylethyl)-4-hydroxycinnamic acid hydrazide). Reactants: CC1(OCCO1)C1=CC=C(S1)CN1N=CC(=N1)N (2-[5-(2-methyl-[1,3]dioxolan-2-yl)-thiophen-2-ylmethyl]-2H-[1,2,3]triazol-4-ylamine), C1(=CC=CC=C1)C1=C(N=CO1)C(=O)O (5-phenyl-oxazole-4-carboxylic acid). The product is C(C)(=O)C1=CC=C(S1)CN1N=CC(=N1)NC(=O)C=1N=COC1C1=CC=CC=C1 (5-Phenyl-oxazole-4-carboxylic acid [2-(5-acetyl-thiophen-2-ylmethyl)-2H-[1,2,3]triazol-4-yl]-amide). Reaction SMILES: [CH3:1][C:2]1([C:7]2[S:11][C:10]([CH2:12][N:13]3[N:17]=[C:16]([NH2:18])[CH:15]=[N:14]3)=[CH:9][CH:8]=2)[O:6]CCO1.[C:19]1([C:25]2[O:29][CH:28]=[N:27][C:26]=2[C:30](O)=[O:31])[CH:24]=[CH:23][CH:22]=[CH:21][CH:20]=1>>[C:2]([C:7]1[S:11][C:10]([CH2:12][N:13]2[N:17]=[C:16]([NH:18][C:30]([C:26]3[N:27]=[CH:28][O:29][C:25]=3[C:19]3[CH:20]=[CH:21][CH:22]=[CH:23][CH:24]=3)=[O:31])[CH:15]=[N:14]2)=[CH:9][CH:8]=1)(=[O:6])[CH3:1]. Procedure details: Following general procedure A followed by B, starting from 2-[5-(2-methyl-[1,3]dioxolan-2-yl)-thiophen-2-ylmethyl]-2H-[1,2,3]triazol-4-ylamine and 5-phenyl-oxazole-4-carboxylic acid. Reactants: BrCC(CO)(CO)CBr (2,2-bis(bromomethyl)-1,3-propanediol), Cl (hydrochloric acid), C=O (formaldehyde). Conditions: temperature 50 celsius, time 8 hour. Product: BrCC1(COCOC1)CBr (5,5-bis(bromomethyl)-1,3-dioxane). Reaction SMILES: [Br:1][CH2:2][C:3]([CH2:8][Br:9])([CH2:6][OH:7])[CH2:4][OH:5].Cl.[CH2:11]=O>>[Br:1][CH2:2][C:3]1([CH2:8][Br:9])[CH2:6][O:7][CH2:11][O:5][CH2:4]1. Procedure details: A suspension of 26.2 g of 2,2-bis(bromomethyl)-1,3-propanediol, 50 ml of concentrated hydrochloric acid and 50 ml of 38% formaldehyde was stirred in a 50° C. oil bath overnight, then cooled to room temperature and filtered. The filtrate was extracted with three 100 ml portions of ether. The ether extracts were combined, washed with water, dried and evaporated to an oil. A small amount of solid which formed was removed by filtration and washing with ether. The combined filtrate and wash was evapo... The reactants are O1CCN(CC1)C1=NC=2N(C3=CC=CC=C13)C=NC2C(=O)OCC (ethyl 5-morpholino-imidazo[1,5-a]quinazoline-3-carboxylate), C(C)(=O)N (acetamide), C[O-].[Na+] (sodium methoxide). Run in CN(C=O)C (dimethylformamide), CO (methanol), C(C)(C)O (isopropanol). Conditions: temperature 80 celsius, time 2 hour. Yields the product O1CCN(CC1)C1=NC=2N(C3=CC=CC=C13)C=NC2C(=O)N (5-Morpholino-imidazo[1,5-a]quinazoline-3-carboxamide). RXN SMILES: [O:1]1[CH2:6][CH2:5][N:4]([C:7]2[C:16]3[C:11](=[CH:12][CH:13]=[CH:14][CH:15]=3)[N:10]3[CH:17]=[N:18][C:19]([C:20](OCC)=[O:21])=[C:9]3[N:8]=2)[CH2:3][CH2:2]1.C([NH2:28])(=O)C.C[O-].[Na+]>CN(C)C=O.CO.C(O)(C)C>[O:1]1[CH2:6][CH2:5][N:4]([C:7]2[C:16]3[C:11](=[CH:12][CH:13]=[CH:14][CH:15]=3)[N:10]3[CH:17]=[N:18][C:19]([C:20]([NH2:28])=[O:21])=[C:9]3[N:8]=2)[CH2:3][CH2:2]1 |f:2.3|. Reported procedure: A stirred mixture of ethyl 5-morpholino-imidazo[1,5-a]quinazoline-3-carboxylate (2.0 g) and acetamide (1.2 g) in 20 ml of dry dimethylformamide was heated to 80° C. 30% sodium methoxide in methanol (1 ml) was added and the mixture was stirred at 100° C. for 2 hours, cooled to room temperature and diluted with isopropanol (20 ml). Crystals were filtered off, washed with isopropanol (15 ml), water (20 ml) and diethyl ether (10 ml), and dried to give the title compound as yellow crystals, m.p. >300... Reactants: CN1C(N(C(C=2NC(=NC12)OCCOC1=CC(=CC=C1)OC(F)(F)F)=O)CCCOC1OCCCC1)=O (3-methyl-1-(3-(tetrahydro-2H-pyran-2-yloxy)propyl)-8-(2-(3-(trifluoromethoxy)phenoxy)ethoxy)-1H-purine-2,6(3H,7H)-dione), CN1C(N(C(C=2NC(=NC12)OCCOC1=CC(=CC=C1)OC(F)(F)F)=O)CCCOC1OCCCC1)=O (3-methyl-1-(3-(tetrahydro-2H-pyran-2-yloxy)propyl)-8-(2-(3-(trifluoromethoxy)phenoxy)ethoxy)-1H-purine-2,6(3H,7H)-dione), ClC=1C=CC(=NC1)CCl (5-chloro-2-(chloromethyl)pyridine), C([O-])([O-])=O.[K+].[K+] (potassium carbonate). The reagents and catalysts are CCCC[N+](CCCC)(CCCC)CCCC.[I-] (TBAI). Run in CN(C)C=O (DMF). Reaction conditions: temperature 50 celsius. Yields the product ClC=1C=CC(=NC1)CN1C(=NC=2N(C(N(C(C12)=O)CCCOC1OCCCC1)=O)C)OCCOC1=CC(=CC=C1)OC(F)(F)F (7-((5-chloropyridin-2-yl)methyl)-3-methyl-1-(3-(tetrahydro-2H-pyran-2-yloxy)propyl)-8-(2-(3-(trifluoromethoxy)phenoxy)ethoxy)-1H-purine-2,6(3H,7H)-dione). As a reaction SMILES: [CH3:1][N:2]1[C:10]2[N:9]=[C:8]([O:11][CH2:12][CH2:13][O:14][C:15]3[CH:20]=[CH:19][CH:18]=[C:17]([O:21][C:22]([F:25])([F:24])[F:23])[CH:16]=3)[NH:7][C:6]=2[C:5](=[O:26])[N:4]([CH2:27][CH2:28][CH2:29][O:30][CH:31]2[CH2:36][CH2:35][CH2:34][CH2:33][O:32]2)[C:3]1=[O:37].[Cl:38][C:39]1[CH:40]=[CH:41][C:42]([CH2:45]Cl)=[N:43][CH:44]=1.C(=O)([O-])[O-].[K+].[K+]>CN(C=O)C.CCCC[N+](CCCC)(CCCC)CCCC.[I-]>[Cl:38][C:39]1[CH:40]=[CH:41][C:42]([CH2:45][N:7]2[C:6]3[C:5](=[O:26])[N:4]([CH2:27][CH2:28][CH2:29][O:30][CH:31]4[CH2:36][CH2:35][CH2:34][CH2:33][O:32]4)[C:3](=[O:37])[N:2]([CH3:1])[C:10]=3[N:9]=[C:8]2[O:11][CH2:12][CH2:13][O:14][C:15]2[CH:20]=[CH:19][CH:18]=[C:17]([O:21][C:22]([F:23])([F:25])[F:24])[CH:16]=2)=[N:43][CH:44]=1 |f:2.3.4,6.7|. Procedure: To a solution of 3-methyl-1-(3-(tetrahydro-2H-pyran-2-yloxy)propyl)-8-(2-(3-(trifluoromethoxy)phenoxy)ethoxy)-1H-purine-2,6(3H,7H)-dione (60 mg, 0.14 mmol, intermediate 17) in DMF (5 mL) was added 5-chloro-2-(chloromethyl)pyridine (33 mg, 0.20 mmol), potassium carbonate (37 mg, 0.27 mmol) and TBAI (2 mg, 0.02 mmol). The reaction was heated at 50° C. for 8 h. The mixture was cooled and partitioned between ethyl acetate and water. The combined organic layer was dried over sodium sulfate, filtered ... The reactants are C1(=CC=CC=C1)C1=NN2C(C3=C(C=C2)OCC3)=C1C(=O)OC (methyl 2-phenyl-8,9-dihydrofuro[3,2-c]pyrazolo[1,5-a]pyridine-1-carboxylate), [H-].[Al+3].[Li+].[H-].[H-].[H-] (lithium aluminum hydride), O.O.O.O.O.O.O.O.O.O.S(=O)(=O)([O-])[O-].[Na+].[Na+] (Sodium sulfate decahydrate). Solvent: O1CCCC1 (tetrahydrofuran), O1CCCC1 (tetrahydrofuran). Conditions: time 30 minute. Product: C1(=CC=CC=C1)C1=NN2C(C3=C(C=C2)OCC3)=C1CO ((2-phenyl-8,9-dihydrofuro[3,2-c]pyrazolo[1,5-a]pyridin-1-yl)methanol). Yield: 91.1%. RXN SMILES: [H-].[Al+3].[Li+].[H-].[H-].[H-].[C:7]1([C:13]2[C:24]([C:25](OC)=[O:26])=[C:16]3[C:17]4[CH2:23][CH2:22][O:21][C:18]=4[CH:19]=[CH:20][N:15]3[N:14]=2)[CH:12]=[CH:11][CH:10]=[CH:9][CH:8]=1.O.O.O.O.O.O.O.O.O.O.S([O-])([O-])(=O)=O.[Na+].[Na+]>O1CCCC1>[C:7]1([C:13]2[C:24]([CH2:25][OH:26])=[C:16]3[C:17]4[CH2:23][CH2:22][O:21][C:18]=4[CH:19]=[CH:20][N:15]3[N:14]=2)[CH:8]=[CH:9][CH:10]=[CH:11][CH:12]=1 |f:0.1.2.3.4.5,7.8.9.10.11.12.13.14.15.16.17.18.19|. Procedure details: To a suspension of 80% lithium aluminum hydride (100 mg, 2.16 mmol) in tetrahydrofuran (5 mL) was added a solution of methyl 2-phenyl-8,9-dihydrofuro[3,2-c]pyrazolo[1,5-a]pyridine-1-carboxylate (160 mg, 0.544 mmol) in tetrahydrofuran (5 mL) at room temperature, and the mixture was stirred for 30 min. Sodium sulfate decahydrate (1.7 g) was added under ice-cooling, and the insoluble material was filtered off. The filtrate was concentrated under reduced pressure, purified by silica gel column chrom...